Dataset: the Open Reaction Database (ORD), a public repository of structured organic reaction records. Task: describe an organic reaction: reactants, conditions, products, and yield Starting materials: C([O-])([O-])=O.[Na+].[Na+] (sodium carbonate), IC1=CC=C(C=C1)C1=CC=2N(C(=N1)SC)N=CC2 (5-(4-iodo-phenyl)-7-methylsulfanyl-pyrazolo[1,5-c]pyrimidine), IC1=CC=C(C=C1)C1=CC=2N(C(=N1)SC)N=CC2 (5-(4-iodo-phenyl)-7-methylsulfanyl-pyrazolo[1,5-c]pyrimidine), C1(=CC=CC=C1)B(O)O (phenylboronic acid), C1(=CC=CC=C1)B(O)O (phenylboronic acid). The reagents and catalysts are Cl[Pd]([P](C1=CC=CC=C1)(C2=CC=CC=C2)C3=CC=CC=C3)([P](C4=CC=CC=C4)(C5=CC=CC=C5)C6=CC=CC=C6)Cl (bis-(triphenylphosphine)-palladium(II) chloride). Run in C(OC)COC (dimethoxyethane), C(C)(=O)OCC (ethyl acetate). The product is C1(=CC=C(C=C1)C1=CC=2N(C(=N1)SC)N=CC2)C2=CC=CC=C2 (5-Biphenyl-4-yl-7-methylsulfanyl-pyrazolo[1,5-c]pyrimidine). The yield is 77.1%. As a reaction SMILES: I[C:2]1[CH:7]=[CH:6][C:5]([C:8]2[N:13]=[C:12]([S:14][CH3:15])[N:11]3[N:16]=[CH:17][CH:18]=[C:10]3[CH:9]=2)=[CH:4][CH:3]=1.[C:19]1(B(O)O)[CH:24]=[CH:23][CH:22]=[CH:21][CH:20]=1.C(=O)([O-])[O-].[Na+].[Na+]>C(COC)OC.C(OCC)(=O)C.Cl[Pd](Cl)([P](C1C=CC=CC=1)(C1C=CC=CC=1)C1C=CC=CC=1)[P](C1C=CC=CC=1)(C1C=CC=CC=1)C1C=CC=CC=1>[C:2]1([C:19]2[CH:24]=[CH:23][CH:22]=[CH:21][CH:20]=2)[CH:7]=[CH:6][C:5]([C:8]2[N:13]=[C:12]([S:14][CH3:15])[N:11]3[N:16]=[CH:17][CH:18]=[C:10]3[CH:9]=2)=[CH:4][CH:3]=1 |f:2.3.4,^1:48,67|. Procedure details: Under an inert gas atmosphere is dissolved 5-(4-iodo-phenyl)-7-methylsulfanyl-pyrazolo[1,5-c]pyrimidine (compound D1)(0.45 g) and phenylboronic acid (0.35 g) in dimethoxyethane. To this solution are added bis-(triphenylphosphine)-palladium(II) chloride (0.19 mmol) and an aqueous sodium carbonate solution (2M, 6 ml). The reaction mixture is heated to reflux for 4.5 h. After 1 h further phenylboronic acid (0.2 g) is added in order to complete the reaction. The mixture is diluted with ethyl acetate...